Dataset: the Open Reaction Database (ORD), a public repository of structured organic reaction records. Task: describe an organic reaction: reactants, conditions, products, and yield The reactants are FC1=CC=C(C=C1)C1NCCC1 ((RS)-2-(4-fluoro-phenyl)-pyrrolidine), C1=C(C=CC2=CC=CC=C12)S(=O)(=O)Cl (naphthalene-2-sulfonyl chloride). Product: FC1=CC=C(C=C1)C1N(CCC1)S(=O)(=O)C1=CC2=CC=CC=C2C=C1 ((RS)-2-(4-Fluoro-phenyl)-1-(naphthalene-2-sulfonyl)-pyrrolidine). As a reaction SMILES: [F:1][C:2]1[CH:7]=[CH:6][C:5]([CH:8]2[CH2:12][CH2:11][CH2:10][NH:9]2)=[CH:4][CH:3]=1.[CH:13]1[C:22]2[C:17](=[CH:18][CH:19]=[CH:20][CH:21]=2)[CH:16]=[CH:15][C:14]=1[S:23](Cl)(=[O:25])=[O:24]>>[F:1][C:2]1[CH:3]=[CH:4][C:5]([CH:8]2[CH2:12][CH2:11][CH2:10][N:9]2[S:23]([C:14]2[CH:15]=[CH:16][C:17]3[C:22](=[CH:21][CH:20]=[CH:19][CH:18]=3)[CH:13]=2)(=[O:25])=[O:24])=[CH:6][CH:7]=1. Procedure details: The title compound, off-white solid, m.p. 166° C. and MS: m/e=355 (M+) was prepared in accordance with the general method of example 1e from (RS)-2-(4-fluoro-phenyl)-pyrrolidine and naphthalene-2-sulfonyl chloride.